From a dataset of the Open Reaction Database (ORD), a public repository of structured organic reaction records. describe an organic reaction: reactants, conditions, products, and yield Starting materials: OCCN(C(=O)C=1SC=2CCOC3=C(C2N1)C=CC(=C3)Br)C(C)C (8-Bromo-4,5-dihydro-6-oxa-3-thia-1-aza-benzo[e]azulene-2-carboxylic acid (2-hydroxyethyl)-isopropylamide), CC1=NOC(=C1B1OC(C(O1)(C)C)(C)C)C (3,5-dimethyl-4-(4,4,5,5-tetramethyl-1,3,2-dioxaborolan-2-yl)isoxazole). The product is OCCN(C(=O)C=1SC=2CCOC3=C(C2N1)C=CC(=C3)C=3C(=NOC3C)C)C(C)C (8-(3,5-Dimethyl-isoxazol-4-yl)-4,5-dihydro-6-oxa-3-thia-1-aza-benzo[e]azulene-2-carboxylic acid (2-hydroxy-ethyl)-isopropyl-amide). RXN SMILES: [OH:1][CH2:2][CH2:3][N:4]([CH:22]([CH3:24])[CH3:23])[C:5]([C:7]1[S:8][C:9]2[CH2:10][CH2:11][O:12][C:13]3[CH:20]=[C:19](Br)[CH:18]=[CH:17][C:14]=3[C:15]=2[N:16]=1)=[O:6].[CH3:25][C:26]1[C:30](B2OC(C)(C)C(C)(C)O2)=[C:29]([CH3:40])[O:28][N:27]=1>>[OH:1][CH2:2][CH2:3][N:4]([CH:22]([CH3:24])[CH3:23])[C:5]([C:7]1[S:8][C:9]2[CH2:10][CH2:11][O:12][C:13]3[CH:20]=[C:19]([C:30]4[C:26]([CH3:25])=[N:27][O:28][C:29]=4[CH3:40])[CH:18]=[CH:17][C:14]=3[C:15]=2[N:16]=1)=[O:6]. Procedure details: Following Example 267, 8-Bromo-4,5-dihydro-6-oxa-3-thia-1-aza-benzo[e]azulene-2-carboxylic acid (2-hydroxyethyl)-isopropylamide and 3,5-dimethyl-4-(4,4,5,5-tetramethyl-1,3,2-dioxaborolan-2-yl)isoxazole to give 291. MS: (ESI+)=428.1 Starting materials: BrC1=C2C(=NC=C1)N(C=C2I)C2CN(C2)C(=O)OC(C)(C)C (tert-butyl 3-(4-bromo-3-iodo-1H-pyrrolo[2,3-b]pyridin-1-yl)azetidine-1-carboxylate), Cl.FC=1C=C2CCN(C2=CC1B1OC(C(O1)(C)C)(C)C)C (5-fluoro-1-methyl-6-(4,4,5,5-tetramethyl-1,3,2-dioxaborolan-2-yl)indoline, hydrochloride), O (Water), C([O-])([O-])=O.[Na+].[Na+] (sodium carbonate). Reagents/catalysts: Cl[Pd]([P](C1=CC=CC=C1)(C2=CC=CC=C2)C3=CC=CC=C3)([P](C4=CC=CC=C4)(C5=CC=CC=C5)C6=CC=CC=C6)Cl (bis(triphenylphosphine)palladium(II) chloride). Run in COCCOC (DME), CO (MeOH). Run at temperature 60 celsius, time 1 hour. Yields the product BrC1=C2C(=NC=C1)N(C=C2C2=C(C=C1CCN(C1=C2)C)F)C2CN(C2)C(=O)OC(C)(C)C (tert-butyl 3-(4-bromo-3-(5-fluoro-1-methylindolin-6-yl)-1H-pyrrolo[2,3-b]pyridin-1-yl)azetidine-1-carboxylate). The yield is 67.8%. RXN SMILES: [Br:1][C:2]1[CH:7]=[CH:6][N:5]=[C:4]2[N:8]([CH:12]3[CH2:15][N:14]([C:16]([O:18][C:19]([CH3:22])([CH3:21])[CH3:20])=[O:17])[CH2:13]3)[CH:9]=[C:10](I)[C:3]=12.Cl.[F:24][C:25]1[CH:26]=[C:27]2[C:31](=[CH:32][C:33]=1B1OC(C)(C)C(C)(C)O1)[N:30]([CH3:43])[CH2:29][CH2:28]2.C(=O)([O-])[O-].[Na+].[Na+].O>COCCOC.CO.Cl[Pd](Cl)([P](C1C=CC=CC=1)(C1C=CC=CC=1)C1C=CC=CC=1)[P](C1C=CC=CC=1)(C1C=CC=CC=1)C1C=CC=CC=1>[Br:1][C:2]1[CH:7]=[CH:6][N:5]=[C:4]2[N:8]([CH:12]3[CH2:15][N:14]([C:16]([O:18][C:19]([CH3:22])([CH3:21])[CH3:20])=[O:17])[CH2:13]3)[CH:9]=[C:10]([C:33]3[CH:32]=[C:31]4[C:27]([CH2:28][CH2:29][N:30]4[CH3:43])=[CH:26][C:25]=3[F:24])[C:3]=12 |f:1.2,3.4.5,^1:61,80|. Reported procedure: To a mixture of tert-butyl 3-(4-bromo-3-iodo-1H-pyrrolo[2,3-b]pyridin-1-yl)azetidine-1-carboxylate (D31) (118 mg, 0.247 mmol), 5-fluoro-1-methyl-6-(4,4,5,5-tetramethyl-1,3,2-dioxaborolan-2-yl)indoline, hydrochloride (85 mg, 0.271 mmol) in DME (2 mL) and MeOH (0.222 mL) was added bis(triphenylphosphine)palladium(II) chloride (17.32 mg, 0.025 mmol) and 2M sodium carbonate aq. solution (1.234 mL, 2.468 mmol). The mixture was stirred at 60° C. for 1 hour. The mixture was cooled to RT. Water (30 mL) ... The reactants are [H-].[Na+] (sodium hydride), CN(C=O)C (dimethylformamide), C1(=CC=CC=C1)N1C(C2=C(C=3C=CC=NC13)N=CN2)=S (5-Phenyl-3H-imidazo[4,5-c][1,8]naphthyridin-4(5H)-thione), C(C1=CC=CC=C1)Br (benzyl bromide). Solvent: O (water). The product is Compound ( II ), C(C1=CC=CC=C1)SC=1N(C=2N=CC=CC2C=2C1N=CN2)C2=CC=CC=C2 (4-Benzylmercapto-5-phenylimidazo[4,5-c][1,8]naphthyridine). Yield: 43.4%. RXN SMILES: CN(C)C=O.[C:6]1([N:12]2[C:21]3[N:20]=[CH:19][CH:18]=[CH:17][C:16]=3[C:15]3[N:22]=[CH:23][NH:24][C:14]=3[C:13]2=[S:25])[CH:11]=[CH:10][CH:9]=[CH:8][CH:7]=1.[H-].[Na+].[CH2:28](Br)[C:29]1[CH:34]=[CH:33][CH:32]=[CH:31][CH:30]=1>O>[CH2:28]([S:25][C:13]1[N:12]([C:6]2[CH:7]=[CH:8][CH:9]=[CH:10][CH:11]=2)[C:21]2[N:20]=[CH:19][CH:18]=[CH:17][C:16]=2[C:15]2[C:14]=1[N:24]=[CH:23][N:22]=2)[C:29]1[CH:34]=[CH:33][CH:32]=[CH:31][CH:30]=1 |f:2.3|. Reported procedure: Into 30 ml of dimethylformamide was dissolved 0.79 g (2.5 mmol) of Compound 1 obtained in Example 1. Furthermore, 0.13 g (3.4 mmol) of 60% sodium hydride was added thereto with stirring at room temperature. The mixture was stirred for 1 hour. Then, 0.41 ml (3.4 mmol) of benzyl bromide was added thereto, followed by further stirring for 1 hour. The mixture was cooled with ice and then water was added thereto. The precipitated solid was collected by filtration. The solid was dried, dissolved into ... Starting materials: Cc1csc2nc(-c3ccccn3)nc(Cl)c12, NCc1ccc(Cl)c(Cl)c1. Product: Cc1csc2nc(-c3ccccn3)nc(NCc3ccc(Cl)c(Cl)c3)c12. Reaction SMILES: [Cl:11][c:12]1[c:13]2[c:14]([n:15][c:16](-[c:18]3[n:19][cH:20][cH:21][cH:22][cH:23]3)[n:17]1)[s:24][cH:25][c:26]2[CH3:27].[Cl:1][c:2]1[cH:3][c:4]([CH2:5][NH2:6])[cH:7][cH:8][c:9]1[Cl:10]>>[Cl:1][c:2]1[cH:3][c:4]([CH2:5][NH:6][c:12]2[c:13]3[c:14]([n:15][c:16](-[c:18]4[n:19][cH:20][cH:21][cH:22][cH:23]4)[n:17]2)[s:24][cH:25][c:26]3[CH3:27])[cH:7][cH:8][c:9]1[Cl:10]. Starting materials: N1(C=NC=C1)CC(=[N+](C)[O-])C1=CC(=CC=C1)OC (2-(1H-imidazol-1-yl)-1-(3-methoxyphenyl)-N-methylethanimine N-oxide), CC1=CC=C(C=C1)SCC=C (allyl 4-methyphenyl sulfide), compound 3. Product: COC=1C=C(C=CC1)C1(N(OC(C1)CSC1=CC=C(C=C1)C)C)CN1C=NC=C1 (3-(3-Methoxyphenyl)-3-(1H-imidazol-1-ylmethyl)-2-methyl-5-{[(4-methylphenyl)thio]methyl}isoxazolidine). As a reaction SMILES: [N:1]1([CH2:6][C:7]([C:11]2[CH:16]=[CH:15][CH:14]=[C:13]([O:17][CH3:18])[CH:12]=2)=[N+:8]([O-:10])[CH3:9])[CH:5]=[CH:4][N:3]=[CH:2]1.[CH3:19][C:20]1[CH:25]=[CH:24][C:23]([S:26][CH2:27][CH:28]=[CH2:29])=[CH:22][CH:21]=1>>[CH3:18][O:17][C:13]1[CH:12]=[C:11]([C:7]2([CH2:6][N:1]3[CH:5]=[CH:4][N:3]=[CH:2]3)[CH2:29][CH:28]([CH2:27][S:26][C:23]3[CH:22]=[CH:21][C:20]([CH3:19])=[CH:25][CH:24]=3)[O:10][N:8]2[CH3:9])[CH:16]=[CH:15][CH:14]=1. Procedure details: The title compound was prepared by a procedure similar to that described in Example 1 by reacting 2-(1H-imidazol-1-yl)-1-(3-methoxyphenyl)-N-methylethanimine N-oxide (1, R1 =3--OCH3) with allyl 4-methyphenyl sulfide (2: R2 =4--CH3). The resulting cis- and trans-diastereomeric mixture of compound 3 (R1 =3--OCH3, R2 =4--CH3, n=0) was flash-chromatographed on neutral silica gel using ethyl acetate as eluent. Starting materials: CCOC(C)=O, O=C(Cl)Oc1ccccc1, Nc1ccc(F)cc1F, C1CCOC1, O, c1ccncc1. RXN SMILES: [CH3:32][CH2:33][O:34][C:35](=[O:36])[CH3:37].[Cl:16][C:17](=[O:18])[O:19][c:20]1[cH:21][cH:22][cH:23][cH:24][cH:25]1.[F:1][c:2]1[c:3]([NH2:4])[cH:5][cH:6][c:7]([F:9])[cH:8]1.[O:27]1[CH2:28][CH2:29][CH2:30][CH2:31]1.[OH2:26].[cH:10]1[cH:11][cH:12][n:13][cH:14][cH:15]1>>[F:1][c:2]1[c:3]([NH:4][C:17](=[O:18])[O:19][c:20]2[cH:21][cH:22][cH:23][cH:24][cH:25]2)[cH:5][cH:6][c:7]([F:9])[cH:8]1. Yields the product O=C(Nc1ccc(F)cc1F)Oc1ccccc1.